This data is from the Open Reaction Database (ORD), a public repository of structured organic reaction records. The task is: describe an organic reaction: reactants, conditions, products, and yield Reactants: BrC(Br)(Br)Br, ClCCl, CCOP(=O)(OCC)Oc1ccc(CO)cc1, c1ccc(P(c2ccccc2)c2ccccc2)cc1. The product is CCOP(=O)(OCC)Oc1ccc(CBr)cc1. RXN SMILES: [C:1]([Br:2])([Br:3])([Br:4])[Br:5].[CH2:42]([Cl:43])[Cl:44].[P:6](=[O:7])([O:8][CH2:9][CH3:10])([O:11][CH2:12][CH3:13])[O:14][c:15]1[cH:16][cH:17][c:18]([CH2:21][OH:22])[cH:19][cH:20]1.[c:23]1([P:24]([c:25]2[cH:26][cH:27][cH:28][cH:29][cH:30]2)[c:31]2[cH:32][cH:33][cH:34][cH:35][cH:36]2)[cH:37][cH:38][cH:39][cH:40][cH:41]1>>[CH2:1]([Br:5])[c:18]1[cH:17][cH:16][c:15]([O:14][P:6](=[O:7])([O:8][CH2:9][CH3:10])[O:11][CH2:12][CH3:13])[cH:20][cH:19]1.